From a dataset of the Open Reaction Database (ORD), a public repository of structured organic reaction records. describe an organic reaction: reactants, conditions, products, and yield Reactants: ClC=1N=C(N(C1Cl)COCC[Si](C)(C)C)C(=O)OCC (Ethyl 4,5-dichloro-1-{[2-(trimethylsilyl)ethoxy]methyl}-1H-imidazole-2-carboxylate), Cl.C(C)(=O)OCC (hydrochloric acid ethyl acetate). Solvent: C(C)O (ethanol). Yields the product ClC=1N=C(NC1Cl)C(=O)OCC (Ethyl 4,5-dichloroimidazole-2-carboxylate). Isolated yield 64.1%. As a reaction SMILES: [Cl:1][C:2]1[N:3]=[C:4]([C:16]([O:18][CH2:19][CH3:20])=[O:17])[N:5](COCC[Si](C)(C)C)[C:6]=1[Cl:7].Cl.C(OCC)(=O)C>C(O)C>[Cl:7][C:6]1[N:5]=[C:4]([C:16]([O:18][CH2:19][CH3:20])=[O:17])[NH:3][C:2]=1[Cl:1] |f:1.2|. Procedure details: Ethyl 4,5-dichloro-1-{[2-(trimethylsilyl)ethoxy]methyl}-1H-imidazole-2-carboxylate obtained in Example (7b) (0.61 g, 1.79 mmol) was dissolved in ethanol (3 mL). A 4 N hydrochloric acid/ethyl acetate solution (15 mL) was added, and the mixture was heated under reflux for one hour. The reaction solution was concentrated under reduced pressure, diluted with ethyl acetate, washed with brine and dried over anhydrous sodium sulfate. Following concentration under reduced pressure, the residue was purif... Starting materials: CC(=O)OC12ON(CC3C1N3C(C)=O)c1cc(C=O)cc(O)c1C2COC(N)=O, O=C([O-])[O-], CCCCI, CC(C)=O, [K+], [K+]. Yields the product CCCCOc1cc(C=O)cc2c1C(COC(N)=O)C1(OC(C)=O)ON2CC2C1N2C(C)=O. Reaction SMILES: [C:1]([CH3:2])(=[O:3])[O:4][C:5]12[CH:6]([CH2:25][O:26][C:27]([NH2:28])=[O:29])[c:7]3[c:8]([OH:24])[cH:9][c:10]([CH:22]=[O:23])[cH:11][c:12]3[N:13]([CH2:14][CH:15]3[N:16]([C:18]([CH3:19])=[O:20])[CH:17]13)[O:21]2.[C:30](=[O:31])([O-:32])[O-:33].[CH2:36]([CH2:37][CH2:38][CH3:39])[I:40].[CH3:41][C:42](=[O:43])[CH3:44].[K+:34].[K+:35]>>[C:1]([CH3:2])(=[O:3])[O:4][C:5]12[CH:6]([CH2:25][O:26][C:27]([NH2:28])=[O:29])[c:7]3[c:8]([O:24][CH2:36][CH2:37][CH2:38][CH3:39])[cH:9][c:10]([CH:22]=[O:23])[cH:11][c:12]3[N:13]([CH2:14][CH:15]3[N:16]([C:18]([CH3:19])=[O:20])[CH:17]13)[O:21]2. Starting materials: COC(=O)c1ccc(-c2nc3cc(C#N)cc(C(C)(C)F)c3o2)cc1, C[Si](C)(C)[O-], CN(C)C=O, CCN(C(C)C)C(C)C, O=C(Cl)C(=O)Cl, ClCCl, NCC1CCN(c2ccc(C(F)(F)F)cn2)CC1, [K+], C1CCOC1. Product: CC(C)(F)c1cc(C#N)cc2nc(-c3ccc(C(=O)NCC4CCN(c5ccc(C(F)(F)F)cn5)CC4)cc3)oc12. Reaction SMILES: [C:1](#[N:2])[c:3]1[cH:4][c:5]([C:22]([CH3:23])([CH3:24])[F:25])[c:6]2[c:7]([n:8][c:9](-[c:11]3[cH:12][cH:13][c:14]([C:15](=[O:16])[O:17][CH3:18])[cH:19][cH:20]3)[o:10]2)[cH:21]1.[CH3:26][Si:27]([CH3:28])([CH3:29])[O-:30].[CH3:70][N:71]([CH3:72])[CH:73]=[O:74].[CH:56]([N:57]([CH:58]([CH3:59])[CH3:60])[CH2:61][CH3:62])([CH3:63])[CH3:64].[Cl:32][C:33]([C:34]([Cl:35])=[O:36])=[O:37].[Cl:75][CH2:76][Cl:77].[F:38][C:39]([c:40]1[cH:41][cH:42][c:43]([N:46]2[CH2:47][CH2:48][CH:49]([CH2:52][NH2:53])[CH2:50][CH2:51]2)[n:44][cH:45]1)([F:54])[F:55].[K+:31].[O:65]1[CH2:66][CH2:67][CH2:68][CH2:69]1>>[C:1](#[N:2])[c:3]1[cH:4][c:5]([C:22]([CH3:23])([CH3:24])[F:25])[c:6]2[c:7]([n:8][c:9](-[c:11]3[cH:12][cH:13][c:14]([C:15](=[O:16])[NH:53][CH2:52][CH:49]4[CH2:48][CH2:47][N:46]([c:43]5[cH:42][cH:41][c:40]([C:39]([F:38])([F:54])[F:55])[cH:45][n:44]5)[CH2:51][CH2:50]4)[cH:19][cH:20]3)[o:10]2)[cH:21]1. Run at temperature 100 celsius. Procedure: Cuprous cyanide (8.323 g, 93 mmol) was added to a mixture of 1-(4-iodophenyl)-2-methylbenzimidazole (5.184 g, 15.5 mmol) and palladium (II) acetate (170 mg) in N,N'-dimethyl-1,4,5,6-tetrahydro-2-pyrimidone (15 ml) and the resulting solution was heated under nitrogen at 100° C. for 15 hours. The mixture was cooled, poured into saturated aqueous ammonia (150 ml) and shaken to dissolve the copper salts. The mixture was extracted with ether (3×150 ml), and the combined extracts were washed consecuti... The product is C(#N)C1=CC=C(C=C1)N1C(=NC2=C1C=CC=C2)C (1-(4-cyanophenyl)-2-methylbenzimidazole). Reagents/catalysts: C(C)(=O)[O-].[Pd+2].C(C)(=O)[O-] (palladium (II) acetate), [Cu] (copper). RXN SMILES: I[C:2]1[CH:7]=[CH:6][C:5]([N:8]2[C:12]3[CH:13]=[CH:14][CH:15]=[CH:16][C:11]=3[N:10]=[C:9]2[CH3:17])=[CH:4][CH:3]=1.N.[CH3:19][N:20]1CCCN(C)C1=O>C([O-])(=O)C.[Pd+2].C([O-])(=O)C.[Cu]>[C:19]([C:2]1[CH:7]=[CH:6][C:5]([N:8]2[C:12]3[CH:13]=[CH:14][CH:15]=[CH:16][C:11]=3[N:10]=[C:9]2[CH3:17])=[CH:4][CH:3]=1)#[N:20] |f:3.4.5|. The reactants are Cuprous cyanide, IC1=CC=C(C=C1)N1C(=NC2=C1C=CC=C2)C (1-(4-iodophenyl)-2-methylbenzimidazole), CN1C(N(CCC1)C)=O (N,N'-dimethyl-1,4,5,6-tetrahydro-2-pyrimidone), N (ammonia). Starting materials: O=N[O-], O=NO, COC(=O)c1cc(N)ccc1Cl, NC(N)=O, [Na+], O, O=S(=O)(O)O. The product is COC(=O)c1cc(O)ccc1Cl. RXN SMILES: [N:13](=[O:14])[O-:15].[N:17]([OH:18])=[O:19].[NH2:1][c:2]1[cH:3][cH:4][c:5]([Cl:12])[c:6]([C:7](=[O:8])[O:9][CH3:10])[cH:11]1.[NH2:20][C:21](=[O:22])[NH2:23].[Na+:16].[OH2:24].[S:25](=[O:26])(=[O:27])([OH:28])[OH:29]>>[c:2]1([OH:14])[cH:3][cH:4][c:5]([Cl:12])[c:6]([C:7](=[O:8])[O:9][CH3:10])[cH:11]1. Reactants: NC(C(O)C1=CC=C(C=C1)O)CC1=CC(=CC=C1)OC(C(F)F)(F)F (4-{(1RS,2SR)-2-amino-1-hydroxy-3-[3-(1,1,2,2-tetrafluoroethoxy)phenyl]propyl}phenol), C=1(C=CC=C2C1C=CCCC2)C(=O)O (6,7-dihydro-5H-benzo[a]cycloheptene-1-carboxylic acid), Cl.C(C)N=C=NCCCN(C)C (1-ethyl-3-(3-dimethylaminopropyl)carbodiimide hydrochloride), O.ON1N=NC2=C1C=CC=C2 (1-hydroxybenzotriazole hydrate). The solvent is O (water), C(C)#N (acetonitrile). Run at time 8 hour. Product: OC(C(CC1=CC(=CC=C1)OC(C(F)F)(F)F)NC(=O)C=1C=CC=C2C1C=CCCC2)C2=CC=C(C=C2)O (N-{(1RS,2SR)-2-hydroxy-2-(4-hydroxyphenyl)-1-[3-(1,1,2,2-tetrafluoroethoxy)benzyl]ethyl}-6,7-dihydro-5H-benzo[a][7]annulene-1-carboxamide). RXN SMILES: [NH2:1][CH:2]([CH2:12][C:13]1[CH:18]=[CH:17][CH:16]=[C:15]([O:19][C:20]([F:25])([F:24])[CH:21]([F:23])[F:22])[CH:14]=1)[CH:3]([C:5]1[CH:10]=[CH:9][C:8]([OH:11])=[CH:7][CH:6]=1)[OH:4].[C:26]1([C:37](O)=[O:38])[CH:27]=[CH:28][CH:29]=[C:30]2[CH2:36][CH2:35][CH2:34][CH:33]=[CH:32][C:31]=12.Cl.C(N=C=NCCCN(C)C)C.O.ON1C2C=CC=CC=2N=N1>C(#N)C.O>[OH:4][CH:3]([C:5]1[CH:10]=[CH:9][C:8]([OH:11])=[CH:7][CH:6]=1)[CH:2]([NH:1][C:37]([C:26]1[CH:27]=[CH:28][CH:29]=[C:30]2[CH2:36][CH2:35][CH2:34][CH:33]=[CH:32][C:31]=12)=[O:38])[CH2:12][C:13]1[CH:18]=[CH:17][CH:16]=[C:15]([O:19][C:20]([F:24])([F:25])[CH:21]([F:22])[F:23])[CH:14]=1 |f:2.3,4.5|. Procedure: To a solution of 4-{(1RS,2SR)-2-amino-1-hydroxy-3-[3-(1,1,2,2-tetrafluoroethoxy)phenyl]propyl}phenol (125 mg, 0.35 mmol) in acetonitrile (30 ml) were added 6,7-dihydro-5H-benzo[a]cycloheptene-1-carboxylic acid (66 mg, 0.35 mmol), 1-ethyl-3-(3-dimethylaminopropyl)carbodiimide hydrochloride (100 mg, 0.52 mmol) and 1-hydroxybenzotriazole hydrate (53 mg, 0.35 mmol), and the mixture was stirred overnight at room temperature. The reaction solution was diluted with water (100 ml) and extracted with eth... Reactants: CCOC(=O)CCC(C)(C)CCCCCBr, O=C([O-])C(O)C(O)C(=O)[O-], CC(C)C[AlH]CC(C)C, [K+], [Na+]. The product is CC(C)(CCCO)CCCCCBr. RXN SMILES: [Br:1][CH2:2][CH2:3][CH2:4][CH2:5][CH2:6][C:7]([CH2:8][CH2:9][C:10](=[O:11])[O:12][CH2:13][CH3:14])([CH3:15])[CH3:16].[C:26]([CH:27]([CH:28]([C:29]([O-:30])=[O:31])[OH:32])[OH:33])([O-:34])=[O:35].[CH3:17][CH:18]([CH2:19][AlH:20][CH2:21][CH:22]([CH3:23])[CH3:24])[CH3:25].[K+:37].[Na+:36]>>[Br:1][CH2:2][CH2:3][CH2:4][CH2:5][CH2:6][C:7]([CH2:8][CH2:9][CH2:10][OH:11])([CH3:15])[CH3:16].